From a dataset of the Open Reaction Database (ORD), a public repository of structured organic reaction records. describe an organic reaction: reactants, conditions, products, and yield The reactants are OC1=C(C=C(C2=CC=CC=C12)NS(=O)(=O)C=1SC=CC1)SCC(=O)O (2-(1-hydroxy-4-(thiophene-2-sulfonamido)naphthalen-2-ylthio)acetic acid), ClC1=CC=C(C=C1)S(=O)(=O)/N=C/1\C=C(C(C2=CC=CC=C12)=O)Cl ((E)-4-chloro-N-(3-chloro-4-oxonaphthalen-1(4H)-ylidene)-benzene sulfonamide). Yields the product ClC1=CC=C(C=C1)S(=O)(=O)NC1=CC(=C(C2=CC=CC=C12)O)SCC(=O)O (2-(4-(4-chlorophenylsulfonamido)-1-hydroxynaphthalen-2-ylthio)acetic acid), title compound. Isolated yield 68.4%. As a reaction SMILES: OC1C2C(=CC=CC=2)C(NS(C2SC=CC=2)(=O)=O)=CC=1[S:21][CH2:22][C:23]([OH:25])=[O:24].[Cl:26][C:27]1[CH:32]=[CH:31][C:30]([S:33](/[N:36]=[C:37]2\[CH:38]=[C:39](Cl)[C:40](=[O:47])[C:41]3[C:46]\2=[CH:45][CH:44]=[CH:43][CH:42]=3)(=[O:35])=[O:34])=[CH:29][CH:28]=1>>[Cl:26][C:27]1[CH:32]=[CH:31][C:30]([S:33]([NH:36][C:37]2[C:46]3[C:41](=[CH:42][CH:43]=[CH:44][CH:45]=3)[C:40]([OH:47])=[C:39]([S:21][CH2:22][C:23]([OH:25])=[O:24])[CH:38]=2)(=[O:35])=[O:34])=[CH:29][CH:28]=1. Reported procedure: 5.2.58 2-(4-(4-chlorophenylsulfonamido)-1-hydroxynaphthalen-2-ylthio)acetic acid (14p) was prepared according to the procedure of procedure B for 10a except using (E)-4-chloro-N-(3-chloro-4-oxonaphthalen-1(4H)-ylidene)-benzene sulfonamide (12e), which afforded the title compound 57.7 mg (68.4%) as a white solid, m.p.: 158-160° C.